Task: describe an organic reaction: reactants, conditions, products, and yield. Dataset: the Open Reaction Database (ORD), a public repository of structured organic reaction records Starting materials: FC1=CC=CC(=N1)CN1N=C(C=C1)N1C(C2=CC=CC=C2C1=O)=O (2-{1-[(6-fluoro-2-pyridinyl)methyl]-1H-pyrazol-3-yl}-1H-isoindole-1,3(2H)-dione), BrCC=1C(=NC=CC1)F (3-(bromomethyl)-2-fluoropyridine). Product: FC1=NC=CC=C1CN1N=C(C=C1)N1C(C2=CC=CC=C2C1=O)=O (2-{1-[(2-fluoro-3-pyridinyl)methyl]-1H-pyrazol-3-yl}-1H-isoindole-1,3(2H)-dione). Yield: 62.3%. Reaction SMILES: FC1N=C([CH2:8][N:9]2[CH:13]=[CH:12][C:11]([N:14]3[C:22](=[O:23])[C:21]4[C:16](=[CH:17][CH:18]=[CH:19][CH:20]=4)[C:15]3=[O:24])=[N:10]2)C=CC=1.BrC[C:27]1[C:28]([F:33])=[N:29][CH:30]=[CH:31][CH:32]=1>>[F:33][C:28]1[C:27]([CH2:8][N:9]2[CH:13]=[CH:12][C:11]([N:14]3[C:22](=[O:23])[C:21]4[C:16](=[CH:17][CH:18]=[CH:19][CH:20]=4)[C:15]3=[O:24])=[N:10]2)=[CH:32][CH:31]=[CH:30][N:29]=1. Procedure details: Title compound was prepared by a method analogous to that described for Intermediate 45, replacing 2-(chloromethyl)-6-fluoropyridine with Intermediate 13 (200 mg, 1.051 mmol) to yield the title compound (211 mg, 0.655 mmol, 62.3% yield). 1H NMR (300 MHz, DMSO-d6) δ ppm: 8.21 (m, 1H), 8.00 (d, 1H), 7.95-7.88 (m, 4H), 7.78 (m, 1H), 7.38 (m, 1H), 6.41 (d, 1H), 5.46 (s, 2H). [ES+MS] m/z 323 (MH+). Starting materials: COC=1C=CC(=C(C1)NC(OC(C)(C)C)=O)C (tert-butyl (5-methoxy-2-methylphenyl)carbamate), C(C)(CC)[Li] (sec-butyllithium), CON(C(=O)C1=CSC=C1)C (N-methoxy-N-methylthiophene-3-carboxamide), [Cl-].[NH4+] (ammonium chloride). The solvent is O1CCCC1 (tetrahydrofuran), O1CCCC1 (tetrahydrofuran), O (water). Conditions: time 30 minute. Yields the product COC=1C=CC(=C(C1)NC(OC(C)(C)C)=O)CC(C1=CSC=C1)=O (Tert-Butyl [5-methoxy-2-(2-oxo-2-thiophen-3-ylethyl)phenyl]carbamate). Yield: 63.9%. RXN SMILES: [CH3:1][O:2][C:3]1[CH:4]=[CH:5][C:6]([CH3:17])=[C:7]([NH:9][C:10](=[O:16])[O:11][C:12]([CH3:15])([CH3:14])[CH3:13])[CH:8]=1.C([Li])(CC)C.CON(C)[C:26]([C:28]1[CH:32]=[CH:31][S:30][CH:29]=1)=[O:27].[Cl-].[NH4+]>O1CCCC1.O>[CH3:1][O:2][C:3]1[CH:4]=[CH:5][C:6]([CH2:17][C:26](=[O:27])[C:28]2[CH:32]=[CH:31][S:30][CH:29]=2)=[C:7]([NH:9][C:10](=[O:16])[O:11][C:12]([CH3:13])([CH3:14])[CH3:15])[CH:8]=1 |f:3.4|. Procedure: Under an argon atmosphere, to a solution of tert-butyl (5-methoxy-2-methylphenyl)carbamate (2.00 g) in tetrahydrofuran (38 mL) was added dropwise sec-butyllithium (1.00 mol/L hexane-cyclohexane solution, 18.5 mL) at −45° C., and this mixture was stirred for 30 minutes. Then, a solution of N-methoxy-N-methylthiophene-3-carboxamide (1.59 g) in tetrahydrofuran (4.1 mL) was added dropwise thereto, and this mixture was stirred at −45° C. for 30 minutes and at room temperature for additional 1 hour. T... Reactants: O=C1NC(CC1C(N)C(=O)O)=O (2-(2,5-dioxopyrrolidin-3-yl)glycine), C(C1=CC=CC=C1)OC(=O)Cl (benzyloxycarbonyl chloride), C(O)([O-])=O.[Na+] (sodium hydrogen carbonate), amino acid, [OH-].[Na+] (sodium hydroxide). Run in O.O1CCOCC1 (water dioxane). Product: C(C1=CC=CC=C1)OC(=O)NC(C(=O)O)C1C(NC(C1)=O)=O (Benzyloxycarbonyl-2-(2,5-dioxopyrrolidin-3-yl)glycine). RXN SMILES: [O:1]=[C:2]1[CH:6]([CH:7]([C:9]([OH:11])=[O:10])[NH2:8])[CH2:5][C:4](=[O:12])[NH:3]1.[OH-].[Na+].[CH2:15]([O:22][C:23](Cl)=[O:24])[C:16]1[CH:21]=[CH:20][CH:19]=[CH:18][CH:17]=1.C(=O)([O-])O.[Na+]>O.O1CCOCC1>[CH2:15]([O:22][C:23]([NH:8][CH:7]([CH:6]1[CH2:5][C:4](=[O:12])[NH:3][C:2]1=[O:1])[C:9]([OH:11])=[O:10])=[O:24])[C:16]1[CH:21]=[CH:20][CH:19]=[CH:18][CH:17]=1 |f:1.2,4.5,6.7|. Reported procedure: In 250 ml of water-dioxane (1:1) was suspended 10 g of 2-(2,5-dioxopyrrolidin-3-yl)glycine and under cooling at 0°-5° C. the above amino acid was dissolved by addition of 70 ml of 1 N sodium hydroxide. To this solution was added 15 ml of benzyloxycarbonyl chloride and, with adjusting pH to 7.1-7.4 with sodium hydrogen carbonate, the mixture was stirred at the same temperature as above for 2 hours. The reaction mixture was concentrated under reduced pressure to remove the organic solvent and the ... Reactants: O=C1CCC(=O)N1Br, ClCCl, COC(=O)c1ncc2cccnc2c1O. Yields the product COC(=O)c1nc(Br)c2cccnc2c1O. Reaction SMILES: [Br:16][N:17]1[C:18](=[O:19])[CH2:20][CH2:21][C:22]1=[O:23].[Cl:24][CH2:25][Cl:26].[OH:1][c:2]1[c:3]([C:12](=[O:13])[O:14][CH3:15])[n:4][cH:5][c:6]2[cH:7][cH:8][cH:9][n:10][c:11]12>>[OH:1][c:2]1[c:3]([C:12](=[O:13])[O:14][CH3:15])[n:4][c:5]([Br:16])[c:6]2[cH:7][cH:8][cH:9][n:10][c:11]12.